Dataset: the Open Reaction Database (ORD), a public repository of structured organic reaction records. Task: describe an organic reaction: reactants, conditions, products, and yield Reactants: Cc1ccc(OCc2ccccc2)cc1C(=O)O, COc1ccc(C2=NN(C3CCNCC3)C(=O)C2(C)C)c2c1OC(C)(C)C2. Product: COc1ccc(C2=NN(C3CCN(C(=O)c4cc(OCc5ccccc5)ccc4C)CC3)C(=O)C2(C)C)c2c1OC(C)(C)C2. As a reaction SMILES: [CH2:28]([c:29]1[cH:30][cH:31][cH:32][cH:33][cH:34]1)[O:35][c:36]1[cH:37][cH:38][c:39]([CH3:45])[c:40]([C:41](=[O:42])[OH:43])[cH:44]1.[CH3:1][O:2][c:3]1[cH:4][cH:5][c:6]([C:14]2=[N:18][N:17]([CH:19]3[CH2:20][CH2:21][NH:22][CH2:23][CH2:24]3)[C:16](=[O:25])[C:15]2([CH3:26])[CH3:27])[c:7]2[c:11]1[O:10][C:9]([CH3:12])([CH3:13])[CH2:8]2>>[CH3:1][O:2][c:3]1[cH:4][cH:5][c:6]([C:14]2=[N:18][N:17]([CH:19]3[CH2:20][CH2:21][N:22]([C:41]([c:40]4[c:39]([CH3:45])[cH:38][cH:37][c:36]([O:35][CH2:28][c:29]5[cH:30][cH:31][cH:32][cH:33][cH:34]5)[cH:44]4)=[O:42])[CH2:23][CH2:24]3)[C:16](=[O:25])[C:15]2([CH3:26])[CH3:27])[c:7]2[c:11]1[O:10][C:9]([CH3:12])([CH3:13])[CH2:8]2.